describe an organic reaction: reactants, conditions, products, and yield From a dataset of the Open Reaction Database (ORD), a public repository of structured organic reaction records. Procedure details: To a flame dried, 500 mL round bottomed flask equipped with an addition funnel charged with epichlorohydrin (15.62 g, 0.17 moles), is added 2-ethylhexanol (16.5 g, 0.127 moles) and stannic chloride (0.20 g, 0.001 moles). The reaction is kept under an argon atmosphere and warmed to 90° C. using an oil bath. Epichlorohydrin is dripped into the stirring solution over 60 minutes followed by stirring at 90° C. for 18 hours. The reaction is fitted with a vacuum distillation head and 1-chloro-3-(2-ethy... Run at temperature 90 celsius, time 18 hour. The reactants are C(Cl)C1CO1 (epichlorohydrin), C(Cl)C1CO1 (Epichlorohydrin), C(C)C(CO)CCCC (2-ethylhexanol), stannic chloride, ClCC(COCC(CCCC)CC)O (1-chloro-3-(2-ethyl-hexyloxy)-propan-2-ol), ClCC(COCC(CCCC)CC)O (1-chloro-3-(2-ethyl-hexyloxy)-propan-2-ol), CC(C)([O-])C.[K+] (potassium tert-butoxide). Run in O1CCCC1 (tetrahydrofuran). Product: C(C1CO1)OCC(CCCC)CC (2-ethylhexyl glycidyl ether). Reaction SMILES: C(C1OC1)Cl.C(C(CCCC)CO)C.Cl[CH2:16][CH:17]([OH:28])[CH2:18][O:19][CH2:20][CH:21]([CH2:26][CH3:27])[CH2:22][CH2:23][CH2:24][CH3:25].CC(C)([O-])C.[K+]>O1CCCC1>[CH2:18]([O:19][CH2:20][CH:21]([CH2:26][CH3:27])[CH2:22][CH2:23][CH2:24][CH3:25])[CH:17]1[O:28][CH2:16]1 |f:3.4|. Reactants: [N+](=O)([O-])C=1C=CC(=C(C1)S(=O)(=O)Cl)Cl (5-nitro-2-chlorobenzenesulfonylchloride), ClCCl (dichloromethane), ClCCl (dichloromethane), CNCCCCCCCCCCCCCCCCCC (methyloctadecylamine). Solvent: C(C)N(CC)CC (triethylamine). Yields the product CN(S(=O)(=O)C1=C(C=CC(=C1)[N+](=O)[O-])Cl)CCCCCCCCCCCCCCCCCC (N-methyl-N-octadecyl-5-nitro-2-chlorobenzenesulfonamide). Reaction SMILES: [N+:1]([C:4]1[CH:5]=[CH:6][C:7]([Cl:14])=[C:8]([S:10](Cl)(=[O:12])=[O:11])[CH:9]=1)([O-:3])=[O:2].ClCCl.[CH3:18][NH:19][CH2:20][CH2:21][CH2:22][CH2:23][CH2:24][CH2:25][CH2:26][CH2:27][CH2:28][CH2:29][CH2:30][CH2:31][CH2:32][CH2:33][CH2:34][CH2:35][CH2:36][CH3:37]>C(N(CC)CC)C>[CH3:18][N:19]([CH2:20][CH2:21][CH2:22][CH2:23][CH2:24][CH2:25][CH2:26][CH2:27][CH2:28][CH2:29][CH2:30][CH2:31][CH2:32][CH2:33][CH2:34][CH2:35][CH2:36][CH3:37])[S:10]([C:8]1[CH:9]=[C:4]([N+:1]([O-:3])=[O:2])[CH:5]=[CH:6][C:7]=1[Cl:14])(=[O:12])=[O:11]. Procedure details: 44 g of 5-nitro-2-chlorobenzenesulfonylchloride and 100 ml of dichloromethane were mixed. A dichloromethane solution of 48.4 g of methyloctadecylamine and 36.1 ml of triethylamine was added dropwise to the mixture. After the reaction was completed, the reaction solvent was removed under reduced pressure. 300 ml of methanol was added to the reaction system so that dissolution was effected. The solution was then gradually allowed to cool. As a result, crystals precipitated. The crystals were filte... The reactants are [Br-], CC(C)(C)P(Cl)C(C)(C)C, C[Mg+], Cc1ccccc1, Cl[Cu], C1CCOC1, O. The product is CP(C(C)(C)C)C(C)(C)C. Reaction SMILES: [Br-:16].[C:1]([CH3:2])([CH3:3])([CH3:4])[P:5]([C:6]([CH3:7])([CH3:8])[CH3:9])[Cl:10].[CH3:17][Mg+:18].[CH3:19][c:20]1[cH:21][cH:22][cH:23][cH:24][cH:25]1.[Cl:26][Cu:27].[O:11]1[CH2:12][CH2:15][CH2:14][CH2:13]1.[OH2:28]>>[C:1]([CH3:2])([CH3:3])([CH3:4])[P:5]([C:6]([CH3:7])([CH3:8])[CH3:9])[CH3:12]. Starting materials: BrB(Br)Br, ClCCl, COc1ccc(Cl)cc1I, O. Reaction SMILES: [B:1]([Br:2])([Br:3])[Br:4].[Cl:16][CH2:17][Cl:18].[Cl:5][c:6]1[cH:7][c:8]([I:14])[c:9]([O:12][CH3:13])[cH:10][cH:11]1.[OH2:15]>>[Cl:5][c:6]1[cH:7][c:8]([I:14])[c:9]([OH:12])[cH:10][cH:11]1. Yields the product Oc1ccc(Cl)cc1I.